From a dataset of the Open Reaction Database (ORD), a public repository of structured organic reaction records. describe an organic reaction: reactants, conditions, products, and yield Reactants: C(#N)C=1C=NC=CC1 (3-cyanopyridine), NC=1SC=C(C1C(=O)OCC)C (2-amino-4-methyl-3-ethoxycarbonyl-thiophene), O=P(Cl)(Cl)Cl (POCl3). The product is ClC=1C2=C(N=C(N1)C=1C=NC=CC1)SC=C2C (4-chloro-2-(pyridin-3-yl)-5-methyl-thieno-[2,3-d]-pyrimidine). RXN SMILES: [C:1]([C:3]1[CH:4]=[N:5][CH:6]=[CH:7][CH:8]=1)#[N:2].[NH2:9][C:10]1[S:11][CH:12]=[C:13]([CH3:20])[C:14]=1[C:15](OCC)=O.O=P(Cl)(Cl)[Cl:23]>>[Cl:23][C:15]1[C:14]2[C:13]([CH3:20])=[CH:12][S:11][C:10]=2[N:9]=[C:1]([C:3]2[CH:4]=[N:5][CH:6]=[CH:7][CH:8]=2)[N:2]=1. Procedure details: With the procedure of Example 477, the reaction of 3-cyanopyridine and 2-amino-4-methyl-3-ethoxycarbonyl-thiophene, and the subsequent reaction with POCl3 yields 4-chloro-2-(pyridin-3-yl)-5-methyl-thieno-[2,3-d]-pyrimidine.